This data is from the Open Reaction Database (ORD), a public repository of structured organic reaction records. The task is: describe an organic reaction: reactants, conditions, products, and yield Starting materials: CCOC(=O)c1ccc(C=CC2CCCN2C(=O)OC(C)(C)C)cc1, ClCCl, O=C(O)C(F)(F)F. Product: CCOC(=O)c1ccc(C=CC2CCCN2)cc1. RXN SMILES: [C:1]([O:2][C:3](=[O:4])[N:8]1[CH:9]([CH:13]=[CH:14][c:15]2[cH:16][cH:17][c:18]([C:19](=[O:20])[O:21][CH2:22][CH3:23])[cH:24][cH:25]2)[CH2:10][CH2:11][CH2:12]1)([CH3:5])([CH3:6])[CH3:7].[Cl:33][CH2:34][Cl:35].[F:26][C:27]([F:28])([F:29])[C:30]([OH:31])=[O:32]>>[NH:8]1[CH:9]([CH:13]=[CH:14][c:15]2[cH:16][cH:17][c:18]([C:19](=[O:20])[O:21][CH2:22][CH3:23])[cH:24][cH:25]2)[CH2:10][CH2:11][CH2:12]1.